describe an organic reaction: reactants, conditions, products, and yield From a dataset of the Open Reaction Database (ORD), a public repository of structured organic reaction records. Reactants: Cl.NC1=CC=C(C=C1)NC(C(=O)N1CCC(CC1)CC1=CC=CC=C1)=O (N-(4-amino-phenyl)-2-(4-benzyl-piperidin-1-yl)-2-oxo-acetamide hydrochloride), C(C1=CC=CC=C1)=O (benzaldehyde). The solvent is C(C)OCC (diethylether). The product is C(C1=CC=CC=C1)NC1=CC=C(C=C1)NC(C(=O)N1CCC(CC1)CC1=CC=CC=C1)=O (N-(4-Benzylamino-phenyl)-2-(4-benzyl-piperidin-1-yl)-2-oxo-acetamide). RXN SMILES: Cl.[NH2:2][C:3]1[CH:8]=[CH:7][C:6]([NH:9][C:10](=[O:26])[C:11]([N:13]2[CH2:18][CH2:17][CH:16]([CH2:19][C:20]3[CH:25]=[CH:24][CH:23]=[CH:22][CH:21]=3)[CH2:15][CH2:14]2)=[O:12])=[CH:5][CH:4]=1.[CH:27](=O)[C:28]1[CH:33]=[CH:32][CH:31]=[CH:30][CH:29]=1>C(OCC)C>[CH2:27]([NH:2][C:3]1[CH:8]=[CH:7][C:6]([NH:9][C:10](=[O:26])[C:11]([N:13]2[CH2:18][CH2:17][CH:16]([CH2:19][C:20]3[CH:21]=[CH:22][CH:23]=[CH:24][CH:25]=3)[CH2:15][CH2:14]2)=[O:12])=[CH:5][CH:4]=1)[C:28]1[CH:33]=[CH:32][CH:31]=[CH:30][CH:29]=1 |f:0.1|. Procedure details: The title compound is prepared from N-(4-amino-phenyl)-2-(4-benzyl-piperidin-1-yl)-2-oxo-acetamide hydrochloride (Example 73) and benzaldehyde (Aldrich) according to the method described in Example 91. Melting Point: 126-128° C. (diethylether) Reactants: CC(C)CN(CC(O)C(Cc1ccc(OCCCOC(=O)Oc2ccc([N+](=O)[O-])cc2)cc1)NC(=O)OC1COC2OCCC12)S(=O)(=O)c1ccc2c(c1)OCO2, CN, C1CCOC1. Product: CNC(=O)OCCCOc1ccc(CC(NC(=O)OC2COC3OCCC23)C(O)CN(CC(C)C)S(=O)(=O)c2ccc3c(c2)OCO3)cc1. Reaction SMILES: [C:1]([O:2][CH2:3][CH2:4][CH2:5][O:6][c:7]1[cH:8][cH:9][c:10]([CH2:13][CH:14]([CH:15]([CH2:16][N:17]([CH2:18][CH:19]([CH3:20])[CH3:21])[S:22](=[O:23])(=[O:24])[c:25]2[cH:26][c:27]3[c:28]([cH:32][cH:33]2)[O:29][CH2:30][O:31]3)[OH:34])[NH:35][C:36](=[O:37])[O:38][CH:39]2[CH2:40][O:41][CH:42]3[O:43][CH2:44][CH2:45][CH:46]23)[cH:11][cH:12]1)([O:47][c:49]1[cH:50][cH:51][c:52]([N+:53]([O-:54])=[O:55])[cH:56][cH:57]1)=[O:48].[CH3:63][NH2:64].[O:58]1[CH2:59][CH2:60][CH2:61][CH2:62]1>>[C:1]([O:2][CH2:3][CH2:4][CH2:5][O:6][c:7]1[cH:8][cH:9][c:10]([CH2:13][CH:14]([CH:15]([CH2:16][N:17]([CH2:18][CH:19]([CH3:20])[CH3:21])[S:22](=[O:23])(=[O:24])[c:25]2[cH:26][c:27]3[c:28]([cH:32][cH:33]2)[O:29][CH2:30][O:31]3)[OH:34])[NH:35][C:36](=[O:37])[O:38][CH:39]2[CH2:40][O:41][CH:42]3[O:43][CH2:44][CH2:45][CH:46]23)[cH:11][cH:12]1)(=[O:47])[NH:64][CH3:63]. The reactants are CS(C)=O, CCN(C(C)C)C(C)C, CC(C)N1CCC(c2nc3cc(-c4ccc(F)cc4Cl)nc(Cl)n3n2)CC1, Cl, Cl, N#Cc1ccc(NC2CCCNC2)nc1. The product is CC(C)N1CCC(c2nc3cc(-c4ccc(F)cc4Cl)nc(N4CCCC(Nc5ccc(C#N)cn5)C4)n3n2)CC1. RXN SMILES: [CH3:54][S:55]([CH3:56])=[O:57].[CH:45]([N:46]([CH2:47][CH3:48])[CH:49]([CH3:50])[CH3:51])([CH3:52])[CH3:53].[Cl:2][c:3]1[n:4][c:5](-[c:21]2[c:22]([Cl:28])[cH:23][c:24]([F:27])[cH:25][cH:26]2)[cH:6][c:7]2[n:8]1[n:9][c:10]([CH:12]1[CH2:13][CH2:14][N:15]([CH:18]([CH3:19])[CH3:20])[CH2:16][CH2:17]1)[n:11]2.[ClH:1].[ClH:29].[NH:30]1[CH2:31][CH:32]([NH:36][c:37]2[cH:38][cH:39][c:40]([C:43]#[N:44])[cH:41][n:42]2)[CH2:33][CH2:34][CH2:35]1>>[c:3]1([N:30]2[CH2:31][CH:32]([NH:36][c:37]3[cH:38][cH:39][c:40]([C:43]#[N:44])[cH:41][n:42]3)[CH2:33][CH2:34][CH2:35]2)[n:4][c:5](-[c:21]2[c:22]([Cl:28])[cH:23][c:24]([F:27])[cH:25][cH:26]2)[cH:6][c:7]2[n:8]1[n:9][c:10]([CH:12]1[CH2:13][CH2:14][N:15]([CH:18]([CH3:19])[CH3:20])[CH2:16][CH2:17]1)[n:11]2. The reactants are B.C1CCOC1 (BH3.THF), COC1=CC2=C(C3C(NC(C3CC2)=O)=O)C=C1 (3a,4,5,9b-Tetrahydro-7-methoxy-1H-benz[e]isoindole-1,3-(2H)-dione), Cl (HCl). Yields the product Cl.COC1=CC2=C(C3CNCC3CC2)C=C1 (2,3,3a,4,5,9b-Hexahydro-7-methoxy-1H-benz[e]isoindole hydrochloride). RXN SMILES: B.C1COCC1.[CH3:7][O:8][C:9]1[CH:23]=[CH:22][C:12]2[CH:13]3[CH:17]([CH2:18][CH2:19][C:11]=2[CH:10]=1)[C:16](=O)[NH:15][C:14]3=O.[ClH:24]>>[ClH:24].[CH3:7][O:8][C:9]1[CH:23]=[CH:22][C:12]2[CH:13]3[CH:17]([CH2:18][CH2:19][C:11]=2[CH:10]=1)[CH2:16][NH:15][CH2:14]3 |f:0.1,4.5|. Reported procedure: BH3.THF (1M solution, 52 mL) was added to the compound of example 20 (1.5 g, 6.5 mmole). The reaction mixture was stirred at reflux for 2 hrs., cooled to 0°, and 10 mL 6N HCl added. After 2 hours reflux, solvents were evaporated. CH3CN was added and evaporated several times. The residue was crystallized from MeOH/Et2O to obtain 1.0 g white solid; M+ 203. Reactants: [OH-].[Na+] (NaOH), COC(CC1=CSC2=C1C(=CC(=C2)OCC=2C(=NC(=CC2)C(F)(F)F)C)Cl)=O (methyl(4-chloro-6-((2-methyl-6-(trifluoromethyl)pyridin-3-yl)methoxy)-1-benzothiophen-3-yl)acetate), Cl (HCl). Solvent: C1CCOC1 (THF). Product: ClC1=CC(=CC2=C1C(=CS2)CC(=O)O)OCC=2C(=NC(=CC2)C(F)(F)F)C ((4-Chloro-6-((2-methyl-6-(trifluoromethyl)pyridin-3-yl)methoxy)-1-benzothiophen-3-yl)acetic acid). Yield: 92.4%. Reaction SMILES: C[O:2][C:3](=[O:28])[CH2:4][C:5]1[C:9]2[C:10]([Cl:27])=[CH:11][C:12]([O:14][CH2:15][C:16]3[C:17]([CH3:26])=[N:18][C:19]([C:22]([F:25])([F:24])[F:23])=[CH:20][CH:21]=3)=[CH:13][C:8]=2[S:7][CH:6]=1.[OH-].[Na+].Cl>C1COCC1>[Cl:27][C:10]1[C:9]2[C:5]([CH2:4][C:3]([OH:28])=[O:2])=[CH:6][S:7][C:8]=2[CH:13]=[C:12]([O:14][CH2:15][C:16]2[C:17]([CH3:26])=[N:18][C:19]([C:22]([F:23])([F:24])[F:25])=[CH:20][CH:21]=2)[CH:11]=1 |f:1.2|. Procedure: To a mixture of methyl(4-chloro-6-((2-methyl-6-(trifluoromethyl)pyridin-3-yl)methoxy)-1-benzothiophen-3-yl)acetate (160 mg) and THF (2 mL) was added 1N NaOH (1 mL) at room temperature. The mixture was refluxed for 1 h. The mixture was neutralized with 1N HCl at room temperature and extracted with EtOAc. The organic layer was separated, washed with brine, dried over MgSO4 and concentrated in vacuo. The residue was crystallized from EtOAc-hexane to give the title compound (143 mg). The reactants are NC1=CC=C(C=C1)C=1C(=NON1)N (4-(4-aminophenyl)-1,2,5-oxadiazol-3-amine), C(C1=CC=CC=C1)N1C2CCC(C1)C2=O (2-benzyl-2-azabicyclo[2.2.1]heptan-7-one). The product is C12NCC(CC1)C2NC2=CC=C(C=C2)C=2C(=NON2)N (4-(4-((1SR,4SR,7RS)-2-azabicyclo[2.2.1]heptan-7-ylamino)phenyl)-1,2,5-oxadiazol-3-amine), benzyl. As a reaction SMILES: [NH2:1][C:2]1[CH:7]=[CH:6][C:5]([C:8]2[C:9]([NH2:13])=[N:10][O:11][N:12]=2)=[CH:4][CH:3]=1.C([N:21]1[CH2:26][CH:25]2[C:27](=O)[CH:22]1[CH2:23][CH2:24]2)C1C=CC=CC=1>>[CH:22]12[CH:27]([NH:1][C:2]3[CH:3]=[CH:4][C:5]([C:8]4[C:9]([NH2:13])=[N:10][O:11][N:12]=4)=[CH:6][CH:7]=3)[CH:25]([CH2:24][CH2:23]1)[CH2:26][NH:21]2. Procedure: Reaction of 4-(4-aminophenyl)-1,2,5-oxadiazol-3-amine with 2-benzyl-2-azabicyclo[2.2.1]heptan-7-one (J. R. Malpass, S. Handa, and R. White, Org. Lett., 2005, 7, 2759-2762) affords the title compound as the benzyl-protected amine. Purification by chromatography followed by removal of the benzyl group by hydrogenolysis affords the title amine. The reactants are C([O-])([O-])=O.[K+].[K+] (potassium carbonate), FC1=CC=C(C=C1)O (4-fluorophenol), BrCC(=O)OCC (ethyl bromoacetate). Solvent: C(C)C(=O)C (methyl ethyl ketone). Run at time 8 hour. Yields the product FC1=CC=C(OCC(=O)OCC)C=C1 (Ethyl para-fluorophenoxyacetate). RXN SMILES: C(=O)([O-])[O-].[K+].[K+].[F:7][C:8]1[CH:13]=[CH:12][C:11]([OH:14])=[CH:10][CH:9]=1.Br[CH2:16][C:17]([O:19][CH2:20][CH3:21])=[O:18]>C(C(C)=O)C>[F:7][C:8]1[CH:13]=[CH:12][C:11]([O:14][CH2:16][C:17]([O:19][CH2:20][CH3:21])=[O:18])=[CH:10][CH:9]=1 |f:0.1.2|. Procedure: A mixture of 13.8 g (0.1 mole) potassium carbonate, 11.3 g (0.01 mole) 4-fluorophenol and 13.0 ml (19.6 g [0.22 mole]) ethyl bromoacetate in 100 ml methyl ethyl ketone were stirred overnight at room temperature and then heated at reflux for 5 hours. After the reaction mixture cooled to room temperature, it was filtered. The filtrate was concentrated to remove solvent. The concnetrate was used as a whole without further isolation in Example 2. Reactants: [B][B][B][B][B][B][B][B][B][B] (Decaborane), NC1=NN(C2=NC=C(C(=C21)N2CCN(CC2)C(=O)OC(C)(C)C)C2=CC=CC=C2)CC2=CC=C(C=C2)OC (tert-butyl 4-(3-amino-1-(4-methoxybenzyl)-5-phenyl-1H-pyrazolo[3,4-b]pyridin-4-yl)piperazine-1-carboxylate), COC1=CC=C(CN2C(CC(C2)=O)=O)C=C1 (1-(4-methoxybenzyl)pyrrolidine-2,4-dione). Solvent: CO (MeOH), C(Cl)Cl (DCM). Reaction conditions: temperature 48 celsius, time 20 hour. Product: COC1=CC=C(CN2N=C(C=3C2=NC=C(C3N3CCN(CC3)C(=O)OC(C)(C)C)C3=CC=CC=C3)NC3CN(C(C3)=O)CC3=CC=C(C=C3)OC)C=C1 (tert-butyl 4-(1-(4-methoxybenzyl)-3-(1-(4-methoxybenzyl)-5-oxopyrrolidin-3-ylamino)-5-phenyl-1H-pyrazolo[3,4-b]pyridin-4-yl)piperazine-1-carboxylate). The yield is 71.4%. As a reaction SMILES: [B][B][B][B][B][B][B][B][B][B].[NH2:11][C:12]1[C:20]2[C:15](=[N:16][CH:17]=[C:18]([C:34]3[CH:39]=[CH:38][CH:37]=[CH:36][CH:35]=3)[C:19]=2[N:21]2[CH2:26][CH2:25][N:24]([C:27]([O:29][C:30]([CH3:33])([CH3:32])[CH3:31])=[O:28])[CH2:23][CH2:22]2)[N:14]([CH2:40][C:41]2[CH:46]=[CH:45][C:44]([O:47][CH3:48])=[CH:43][CH:42]=2)[N:13]=1.[CH3:49][O:50][C:51]1[CH:64]=[CH:63][C:54]([CH2:55][N:56]2[CH2:60][C:59](=O)[CH2:58][C:57]2=[O:62])=[CH:53][CH:52]=1>CO.C(Cl)Cl>[CH3:48][O:47][C:44]1[CH:43]=[CH:42][C:41]([CH2:40][N:14]2[C:15]3=[N:16][CH:17]=[C:18]([C:34]4[CH:39]=[CH:38][CH:37]=[CH:36][CH:35]=4)[C:19]([N:21]4[CH2:22][CH2:23][N:24]([C:27]([O:29][C:30]([CH3:33])([CH3:32])[CH3:31])=[O:28])[CH2:25][CH2:26]4)=[C:20]3[C:12]([NH:11][CH:59]3[CH2:58][C:57](=[O:62])[N:56]([CH2:55][C:54]4[CH:53]=[CH:52][C:51]([O:50][CH3:49])=[CH:64][CH:63]=4)[CH2:60]3)=[N:13]2)=[CH:46][CH:45]=1 |^3:0,9,^1:1,2,3,4,5,6,7,8|. Procedure: Decaborane (0.014 g, 0.12 mmol) was added to a solution of tert-butyl 4-(3-amino-1-(4-methoxybenzyl)-5-phenyl-1H-pyrazolo[3,4-b]pyridin-4-yl)piperazine-1-carboxylate (0.20 g, 0.39 mmol) and 1-(4-methoxybenzyl)pyrrolidine-2,4-dione (0.10 g, 0.47 mmol) in MeOH (3 mL) and DCM (0.5 mL) and stirred at 48° C. (oil bath) for 20 hours. The solvent was removed. The resulting residue was dissolved in ethyl acetate (20 mL), washed with saturated NaHCO3 (10 mL), dried (sodium sulfate) and concentrated in va... Starting materials: solid, BrC1=CC(=CC=2C=C3N(C12)CCNC3=O)C#N (6-bromo-1-oxo-1,2,3,4-tetrahydro-pyrazino[1,2-a]indole-8-carbonitrile), BrC1=CC(=CC=2C=C3N(C12)CCNC3=O)C#N (6-bromo-1-oxo-1,2,3,4-tetrahydro-pyrazino[1,2-a]indole-8-carbonitrile), FC1=C(C=CC(=C1)F)B(O)O (2,4-difluoro-phenylboronic acid). Product: FC1=C(C=CC(=C1)F)C1=CC(=CC=2C=C3N(C12)CCNC3=O)C#N (6-(2,4-Difluoro-phenyl)-1-oxo-1,2,3,4-tetrahydro-pyrazino[1,2-a]indole-8-carbonitrile). RXN SMILES: Br[C:2]1[C:10]2[N:9]3[CH2:11][CH2:12][NH:13][C:14](=[O:15])[C:8]3=[CH:7][C:6]=2[CH:5]=[C:4]([C:16]#[N:17])[CH:3]=1.[F:18][C:19]1[CH:24]=[C:23]([F:25])[CH:22]=[CH:21][C:20]=1B(O)O>>[F:18][C:19]1[CH:24]=[C:23]([F:25])[CH:22]=[CH:21][C:20]=1[C:2]1[C:10]2[N:9]3[CH2:11][CH2:12][NH:13][C:14](=[O:15])[C:8]3=[CH:7][C:6]=2[CH:5]=[C:4]([C:16]#[N:17])[CH:3]=1. Procedure: The title compound, light brown solid (59 mg, 73%), MS (ISP) m/z=324.4 [(M+H)+], mp 292° C., was prepared in accordance with the general method of example 1 from 6-bromo-1-oxo-1,2,3,4-tetrahydro-pyrazino[1,2-a]indole-8-carbonitrile (intermediate 15) (72.5 mg, 0.25 mmol) and commercially available 2,4-difluoro-phenylboronic acid (51.3 mg, 0.325 mmol).